This data is from the Open Reaction Database (ORD), a public repository of structured organic reaction records. The task is: describe an organic reaction: reactants, conditions, products, and yield The reactants are BrC(C(=O)Br)C (2-bromopropionyl bromide), [H-].[Na+] (sodium hydride), CC1(NC(OC1)=O)C (4,4-dimethyloxazolidin-2-one), resultant suspension, P(=O)(O)(O)[O-].[K+] (potassium dihydrogen phosphate). Solvent: O1CCCC1 (tetrahydrofuran). Run at time 1 hour. Product: BrC(C(=O)N1C(OCC1(C)C)=O)C (3-(2'-bromopropionyl)-4,4-dimethyloxazolidin-2-one). The yield is 90.0%. Reaction SMILES: [H-].[Na+].[CH3:3][C:4]1([CH3:10])[CH2:8][O:7][C:6](=[O:9])[NH:5]1.[Br:11][CH:12]([CH3:16])[C:13](Br)=[O:14].P([O-])(O)(O)=O.[K+]>O1CCCC1>[Br:11][CH:12]([CH3:16])[C:13]([N:5]1[C:4]([CH3:10])([CH3:3])[CH2:8][O:7][C:6]1=[O:9])=[O:14] |f:0.1,4.5|. Procedure: To a suspension of sodium hydride (0.24 g; 10.0 mmol) in tetrahydrofuran (100 ml) was added 4,4-dimethyloxazolidin-2-one (1.15 g; 10.0 mmol) at 0° C., and the resultant suspension was stirred at room temperature for 5 hours. To the gelatinous reaction mixture was added 2-bromopropionyl bromide (1.05 ml) at 0° C. After stirring for 1 hour, a saturated aqueous solution of potassium dihydrogen phosphate was added to quench the reaction. An aqueous layer was extracted with ethyl acetate. Combined or...